From a dataset of the Open Reaction Database (ORD), a public repository of structured organic reaction records. describe an organic reaction: reactants, conditions, products, and yield Starting materials: N#N (N2), BrC=1N=C(C(=NC1)N)C1=NC2=C(N1)C=C(C=C2)C (5-bromo-3-(6-methyl-1H-benzimidazol-2-yl)pyrazin-2-amine), B(O)(O)C1=CC=C(C(=O)O)C=C1 (4-boronobenzoic acid), C(=O)([O-])[O-].[Na+].[Na+] (Na2CO3). Reagents/catalysts: C=1C=CC(=CC1)[P](C=2C=CC=CC2)(C=3C=CC=CC3)[Pd]([P](C=4C=CC=CC4)(C=5C=CC=CC5)C=6C=CC=CC6)([P](C=7C=CC=CC7)(C=8C=CC=CC8)C=9C=CC=CC9)[P](C=1C=CC=CC1)(C=1C=CC=CC1)C=1C=CC=CC1 (Pd(PPh3)4). Solvent: CC#N (MeCN), O (water). Conditions: temperature 90 celsius. Product: NC=1N=CC(=NC1C1=NC2=C(N1)C=C(C=C2)C)C2=CC=C(C(=O)O)C=C2 (4-(5-amino-6-(6-methyl-1H-benzo[d]imidazol-2-yl)pyrazin-2-yl)benzoic acid). Yield: 61.7%. As a reaction SMILES: Br[C:2]1[N:3]=[C:4]([C:9]2[NH:13][C:12]3[CH:14]=[C:15]([CH3:18])[CH:16]=[CH:17][C:11]=3[N:10]=2)[C:5]([NH2:8])=[N:6][CH:7]=1.B([C:22]1[CH:30]=[CH:29][C:25]([C:26]([OH:28])=[O:27])=[CH:24][CH:23]=1)(O)O.C([O-])([O-])=O.[Na+].[Na+].N#N>CC#N.C1C=CC([P]([Pd]([P](C2C=CC=CC=2)(C2C=CC=CC=2)C2C=CC=CC=2)([P](C2C=CC=CC=2)(C2C=CC=CC=2)C2C=CC=CC=2)[P](C2C=CC=CC=2)(C2C=CC=CC=2)C2C=CC=CC=2)(C2C=CC=CC=2)C2C=CC=CC=2)=CC=1.O>[NH2:8][C:5]1[N:6]=[CH:7][C:2]([C:22]2[CH:30]=[CH:29][C:25]([C:26]([OH:28])=[O:27])=[CH:24][CH:23]=2)=[N:3][C:4]=1[C:9]1[NH:13][C:12]2[CH:14]=[C:15]([CH3:18])[CH:16]=[CH:17][C:11]=2[N:10]=1 |f:2.3.4,^1:45,47,66,85|. Reported procedure: 5-bromo-3-(6-methyl-1H-benzimidazol-2-yl)pyrazin-2-amine (1.855 g, 6.099 mmol), 4-boronobenzoic acid (1.012 g, 6.099 mmol) and Na2CO3 (1.293 g, 12.20 mmol) suspended in MeCN (30 mL)/water (30 mL). The mixture was degassed (5×N2 vacuum cycles) and Pd(PPh3)4 (704.8 mg, 0.6099 mmol) added. The mixture was degassed again and heated to 90° C. No sign of product was observed therefore 25 mL aliquots were heated in the microwave for 1 hour at 140° C. which led to product formation. The mixture was allo... The product is O=S1(CCN(CC1)CCN1CCN(CC1)C1=CC(=NC=N1)NC=1SC(=CN1)C#N)=O (2-[(6-{4-[2-(1,1-dioxidothiomorpholin-4-yl)ethyl]piperazin-1-yl}pyrimidin-4-yl)amino]-1,3-thiazole-5-carbonitrile). Starting materials: N1(CCNCC1)C1=CC(=NC=N1)NC=1SC(=CN1)C#N (2-[(6-Piperazin-1-ylpyrimidin-4-yl)amino]-1,3-thiazole-5-carbonitrile), [Cl-].ClCC[NH+]1CCS(CC1)(=O)=O (4-(2-chloroethyl)thiomorpholin-4-ium 1,1-dioxide chloride), CCN(C(C)C)C(C)C (DIEA). RXN SMILES: [N:1]1([C:7]2[N:12]=[CH:11][N:10]=[C:9]([NH:13][C:14]3[S:15][C:16]([C:19]#[N:20])=[CH:17][N:18]=3)[CH:8]=2)[CH2:6][CH2:5][NH:4][CH2:3][CH2:2]1.[Cl-].Cl[CH2:23][CH2:24][NH+:25]1[CH2:30][CH2:29][S:28](=[O:32])(=[O:31])[CH2:27][CH2:26]1.CCN(C(C)C)C(C)C>CN(C=O)C>[O:31]=[S:28]1(=[O:32])[CH2:29][CH2:30][N:25]([CH2:24][CH2:23][N:4]2[CH2:5][CH2:6][N:1]([C:7]3[N:12]=[CH:11][N:10]=[C:9]([NH:13][C:14]4[S:15][C:16]([C:19]#[N:20])=[CH:17][N:18]=4)[CH:8]=3)[CH2:2][CH2:3]2)[CH2:26][CH2:27]1 |f:1.2|. Procedure: 12-3 (0.20 g, 0.39 mmol), 41-2 (0.11 g, 0.47 mmol) and DIEA (0.30 g, 2.33 mmol) were suspended in DMF (1 mL) in a sealed tube and heated at 200° C. for 15 minutes in the Smith personal chemistry microwave reactor. The crude material was purified on a C18 preparative hplc column to afford 41-3. Hi-Res MS: calc: 449.1576 found: 449.1532. 1H-NMR(CD3OD): 8.49(s, 1H); 8.02(s, 1H); 6.28(s, 1H); 4.02(m, 4H); 3.48(br s, 4H); 3.39(t, 2H); 3.16(m, 4H); 3.12(m, 4H); 2.97(m, 2H). Solvent: CN(C)C=O (DMF). Run at temperature 200 celsius. Reactants: CCOC(C)=O, Cl, O=[N+]([O-])c1cccc(OCc2cccc(-c3ccccc3)n2)c1, [NH4+], [OH-], O, O, O, O, O, O, O, O, O=S(=O)(O)O. Product: Nc1cccc(OCc2cccc(-c3ccccc3)n2)c1. Reaction SMILES: [CH3:40][CH2:41][O:42][C:43](=[O:44])[CH3:45].[ClH:36].[N+:1]([O-:2])(=[O:3])[c:4]1[cH:5][c:6]([O:7][CH2:8][c:9]2[cH:10][cH:11][cH:12][c:13](-[c:15]3[cH:16][cH:17][cH:18][cH:19][cH:20]3)[n:14]2)[cH:21][cH:22][cH:23]1.[NH4+:37].[OH-:38].[OH2:24].[OH2:25].[OH2:26].[OH2:27].[OH2:28].[OH2:29].[OH2:30].[OH2:39].[S:31]([OH:32])([OH:33])(=[O:34])=[O:35]>>[NH2:1][c:4]1[cH:5][c:6]([O:7][CH2:8][c:9]2[cH:10][cH:11][cH:12][c:13](-[c:15]3[cH:16][cH:17][cH:18][cH:19][cH:20]3)[n:14]2)[cH:21][cH:22][cH:23]1. The product is CON(C(C1=CC=CC=C1)=O)C (N-methoxy-N-methylbenzamide). Procedure: N,O-dimethyl hydroxyl amine hydrochloride (4.393 g, 45.037 mmol) was added to a stirred solution of benzoic acid (5.0 g, 40.943), EDC.HCl (9.418 g, 49.132) and N-methyl morpholine (4.141 g, 40.943 mmol) in dichloromethane (100 mL). The reaction mixture was stirred at rt for 4 h. After completion of the reaction, the reaction mixture was concentrated. Diethyl ether was added and the mixture was extracted with water and brine. The organic layer was dried over Na2SO4 and filtrated. Concentration of... Solvent: ClCCl (dichloromethane). Reactants: Cl.CNOC (N,O-dimethyl hydroxyl amine hydrochloride), C(C1=CC=CC=C1)(=O)O (benzoic acid), CCN=C=NCCCN(C)C.Cl (EDC.HCl), CN1CCOCC1 (N-methyl morpholine). Run at time 4 hour. Reaction SMILES: Cl.[CH3:2][NH:3][O:4][CH3:5].[C:6]([OH:14])(=O)[C:7]1[CH:12]=[CH:11][CH:10]=[CH:9][CH:8]=1.CCN=C=NCCCN(C)C.Cl.CN1CCOCC1>ClCCl>[CH3:5][O:4][N:3]([CH3:2])[C:6](=[O:14])[C:7]1[CH:12]=[CH:11][CH:10]=[CH:9][CH:8]=1 |f:0.1,3.4|. Isolated yield 72.9%. Reactants: C(C)(C)C=1C=C(C=O)C=C(C1O)C(C)C (3,5-diisopropyl-4-hydroxybenzaldehyde), C(C1=CC=CC=C1)NS(=O)(=O)CC#N (N-benzyl cyanomethylsulfonamide). Product: C(C1=CC=CC=C1)NS(=O)(=O)\C(\C#N)=C\C1=CC(=C(C(=C1)C(C)C)O)C(C)C ((E)-2-(Benzylaminosulfonyl)-3-(3,5-diisopropyl-4-hydroxyphenyl)acrylonitrile). Reaction SMILES: [CH:1]([C:4]1[CH:5]=[C:6]([CH:9]=[C:10]([CH:13]([CH3:15])[CH3:14])[C:11]=1[OH:12])[CH:7]=O)([CH3:3])[CH3:2].[CH2:16]([NH:23][S:24]([CH2:27][C:28]#[N:29])(=[O:26])=[O:25])[C:17]1[CH:22]=[CH:21][CH:20]=[CH:19][CH:18]=1>>[CH2:16]([NH:23][S:24](/[C:27](=[CH:7]/[C:6]1[CH:5]=[C:4]([CH:1]([CH3:3])[CH3:2])[C:11]([OH:12])=[C:10]([CH:13]([CH3:15])[CH3:14])[CH:9]=1)/[C:28]#[N:29])(=[O:26])=[O:25])[C:17]1[CH:18]=[CH:19][CH:20]=[CH:21][CH:22]=1. Procedure details: The titled compound was prepared with 3,5-diisopropyl-4-hydroxybenzaldehyde and N-benzyl cyanomethylsulfonamide under the similar conditions as described for EXAMPLE 12 (part B). The reactants are O=C(Cl)c1cc([N+](=O)[O-])ccc1Br, Nc1ccc2c(c1)CCC2. The product is O=C(Nc1ccc2c(c1)CCC2)c1cc([N+](=O)[O-])ccc1Br. As a reaction SMILES: [Br:1][c:2]1[c:3]([C:4](=[O:5])[Cl:6])[cH:7][c:8]([N+:11](=[O:12])[O-:13])[cH:9][cH:10]1.[NH2:14][c:15]1[cH:16][c:17]2[c:21]([cH:22][cH:23]1)[CH2:20][CH2:19][CH2:18]2>>[Br:1][c:2]1[c:3]([C:4](=[O:5])[NH:14][c:15]2[cH:16][c:17]3[c:21]([cH:22][cH:23]2)[CH2:20][CH2:19][CH2:18]3)[cH:7][c:8]([N+:11](=[O:12])[O-:13])[cH:9][cH:10]1. The reactants are C(C1=CC=CC=C1)N1CCC(CC1)N1C(N(CC1)C1=CC=C(C=C1)OC)=O (1-(1-benzyl-4-piperidyl)-3-(4-methoxy-phenyl)-imidazolidin-2-one), CO (methanol), conc. aqueous solution, Cl (hydrochloric acid), [H][H] (hydrogen). Reagents/catalysts: [Pd] (palladium on charcoal). Run in O (water). Yields the product COC1=CC=C(C=C1)N1C(N(CC1)C1CCNCC1)=O (1-(4-methoxyphenyl)3-(4-piperidyl)-2-imidazolidinone). RXN SMILES: C([N:8]1[CH2:13][CH2:12][CH:11]([N:14]2[CH2:18][CH2:17][N:16]([C:19]3[CH:24]=[CH:23][C:22]([O:25][CH3:26])=[CH:21][CH:20]=3)[C:15]2=[O:27])[CH2:10][CH2:9]1)C1C=CC=CC=1.CO.Cl.[H][H]>[Pd].O>[CH3:26][O:25][C:22]1[CH:23]=[CH:24][C:19]([N:16]2[CH2:17][CH2:18][N:14]([CH:11]3[CH2:12][CH2:13][NH:8][CH2:9][CH2:10]3)[C:15]2=[O:27])=[CH:20][CH:21]=1. Procedure details: A mixture of 44 g of 1-(1-benzyl-4-piperidyl)-3-(4-methoxy-phenyl)-imidazolidin-2-one, 320 ml of methanol, 130 ml of water and 12 g of a conc. aqueous solution of hydrochloric acid, with the addition of 10 g of a palladium on charcoal catalyst, is hydrogenated at 30° to 40° C and under reduced pressure until 1 molar equivalent of hydrogen has been taken up. Thereafter the catalyst is removed by filtration and the filtrate is concentrated under reduced pressure. The residue is treated with toluen...